Dataset: the Open Reaction Database (ORD), a public repository of structured organic reaction records. Task: describe an organic reaction: reactants, conditions, products, and yield The reactants are [N+](=O)([O-])C1=CC=C(C=C1)OC(\C=C\C=C(C1=CC=C(C=C1)C)C1=CC=C(C=C1)C)=O ((E)-5,5-bis(4-methylphenyl)-2,4-pentadienoic acid 4-nitrophenyl ester), N1=CC(=CC=C1)CCCCN (3-pyridinebutanamine). The solvent is O1CCCC1 (tetrahydrofuran). The product is CC1=CC=C(C=C1)C(=C/C=C/C(=O)NCCCCC=1C=NC=CC1)C1=CC=C(C=C1)C ((E)-5,5-bis(4-methylphenyl)-N-[4-(3-pyridinyl)butyl]-2,4-pentadienamide). The yield is 72.0%. Reaction SMILES: [N+](C1C=CC(O[C:11](=[O:30])/[CH:12]=[CH:13]/[CH:14]=[C:15]([C:23]2[CH:28]=[CH:27][C:26]([CH3:29])=[CH:25][CH:24]=2)[C:16]2[CH:21]=[CH:20][C:19]([CH3:22])=[CH:18][CH:17]=2)=CC=1)([O-])=O.[N:31]1[CH:36]=[CH:35][CH:34]=[C:33]([CH2:37][CH2:38][CH2:39][CH2:40][NH2:41])[CH:32]=1>O1CCCC1>[CH3:22][C:19]1[CH:18]=[CH:17][C:16]([C:15]([C:23]2[CH:24]=[CH:25][C:26]([CH3:29])=[CH:27][CH:28]=2)=[CH:14]/[CH:13]=[CH:12]/[C:11]([NH:41][CH2:40][CH2:39][CH2:38][CH2:37][C:33]2[CH:32]=[N:31][CH:36]=[CH:35][CH:34]=2)=[O:30])=[CH:21][CH:20]=1. Procedure details: As before in Example 134, a solution of (E)-5,5-bis(4-methylphenyl)-2,4-pentadienoic acid 4-nitrophenyl ester (2.5 g) and 3-pyridinebutanamine (1.08 g) in tetrahydrofuran (25 mL) was stirred overnight at room temperature and then worked up in the usual way. The amide was purified by HPLC (ethyl acetate) and then was crystallized two times from ether to give 1.85 g of (E)-5,5-bis(4-methylphenyl)-N-[4-(3-pyridinyl)butyl]-2,4-pentadienamide, mp 144.5°-145.5° C. Reactants: C#CCCSCC(=O)OC, [Na+], [OH-], O. The product is C#CCCSCC(=O)O. As a reaction SMILES: [CH2:1]([CH2:2][C:3]#[CH:4])[S:5][CH2:6][C:7](=[O:8])[O:9][CH3:10].[Na+:12].[OH-:11].[OH2:13]>>[CH2:1]([CH2:2][C:3]#[CH:4])[S:5][CH2:6][C:7](=[O:8])[OH:9]. Reactants: FC1=C(OC2=CC=CC3=C2C(=NO3)N)C=CC(=C1)[N+](=O)[O-] (4-(2-Fluoro-4-nitrophenoxy)-1,2-benzisoxazole-3-amine), O.O.[Sn](Cl)Cl (tin(II) chloride dihydrate), C([O-])(O)=O.[Na+] (sodium bicarbonate). Run in C(C)(=O)OCC (ethyl acetate). Reaction conditions: temperature 70 celsius. The product is NC1=CC(=C(OC2=CC=CC3=C2C(=NO3)N)C=C1)F (4-(4-Amino-2-fluorophenoxy)-1,2-benzisoxazole-3-amine). RXN SMILES: [F:1][C:2]1[CH:18]=[C:17]([N+:19]([O-])=O)[CH:16]=[CH:15][C:3]=1[O:4][C:5]1[C:10]2[C:11]([NH2:14])=[N:12][O:13][C:9]=2[CH:8]=[CH:7][CH:6]=1.O.O.[Sn](Cl)Cl.C(=O)(O)[O-].[Na+]>C(OCC)(=O)C>[NH2:19][C:17]1[CH:16]=[CH:15][C:3]([O:4][C:5]2[C:10]3[C:11]([NH2:14])=[N:12][O:13][C:9]=3[CH:8]=[CH:7][CH:6]=2)=[C:2]([F:1])[CH:18]=1 |f:1.2.3,4.5|. Procedure details: 120 mg (0.41 mmol) of 4-(2-fluoro-4-nitrophenoxy)-1,2-benzisoxazole-3-amine (from example VI) and 468 mg (2.07 mmol) of tin(II) chloride dihydrate are dissolved in 8 ml of ethyl acetate and heated at 70° C. for 4 hours. After cooling to room temperature, the reaction solution is adjusted to pH 9 using saturated sodium bicarbonate solution, which gives a colorless precipitate. 5 g of kieselguhr are added to the suspension, and the mixture is filtered. The filtrate is extracted repeatedly with eth... Starting materials: COC(CN1C([C@H](CN(C2=C1C=CC=C2)C(COC)=O)N)=O)=O ((3S)-2-Oxo-3-amino-5-methoxyacetyl-2,3,4,5-tetrahydro-1H-1,5-benzodiazepine-1-acetic acid methyl ester), C1=C(C=CC2=CC=CC=C12)CBr (2-naphthylmethyl bromide), C(=O)([O-])[O-].[K+].[K+] (K2CO3). The solvent is C(Cl)Cl (CH2Cl2), CC#N (CH3CN). Conditions: time 18 hour. Product: COC(CN1C([C@H](CN(C2=C1C=CC=C2)C(COC)=O)N=CC2=CC1=CC=CC=C1C=C2)=O)=O ((3S)-2-Oxo-3-(2-naphthylmethylene)amino-5-methoxyacetyl-2,3,4,5-tetrahydro-1H-1,5-benzodiazepine-1-acetic acid methyl ester). Isolated yield 55.6%. Reaction SMILES: [CH3:1][O:2][C:3](=[O:23])[CH2:4][N:5]1[C:11]2[CH:12]=[CH:13][CH:14]=[CH:15][C:10]=2[N:9]([C:16](=[O:20])[CH2:17][O:18][CH3:19])[CH2:8][C@H:7]([NH2:21])[C:6]1=[O:22].[CH:24]1[C:33]2[C:28](=[CH:29][CH:30]=[CH:31][CH:32]=2)[CH:27]=[CH:26][C:25]=1[CH2:34]Br.C([O-])([O-])=O.[K+].[K+]>CC#N.C(Cl)Cl>[CH3:1][O:2][C:3](=[O:23])[CH2:4][N:5]1[C:11]2[CH:12]=[CH:13][CH:14]=[CH:15][C:10]=2[N:9]([C:16](=[O:20])[CH2:17][O:18][CH3:19])[CH2:8][C@H:7]([N:21]=[CH:34][C:25]2[CH:26]=[CH:27][C:28]3[C:33](=[CH:32][CH:31]=[CH:30][CH:29]=3)[CH:24]=2)[C:6]1=[O:22] |f:2.3.4|. Reported procedure: To a solution of 638 (630 mg, 1.76 mmol) and 2-naphthylmethyl bromide (428 mg, 1.94 mmol) in CH3CN was added K2CO3 (608 mg, 4.4 mmol). The resulting mixture was stirred at ambient temperature. After 18 hours, the reaction mixture was diluted with CH2Cl2, washed with water then brine, dried over Na2SO4 then concentrated in vacuo. Flash chromatography (SiO2, 0 to 20% EtOAc/CH2Cl2) afforded 450 mg of 639. Reactants: C1(=CC=CC=C1)P(C1=CC=CC=C1)C1=CC=CC=C1 (triphenyl phosphine), bisphenol A epoxy resin, C(C)(=O)OCCOCCOCC (diethylene glycol monoethyl ether acetate), C1(O)=CC=C(O)C=C1 (hydroquinone), ω-carboxy-polycaprolactone, monoacrylate. Reaction conditions: temperature 115 celsius. Yields the product C1(CCC(=O)O1)=O (succinic acid anhydride), C(C)(=O)OCCOCCOCC (diethylene glycol monoethyl ether acetate). As a reaction SMILES: [C:1]([O:4][CH2:5][CH2:6][O:7][CH2:8][CH2:9][O:10][CH2:11][CH3:12])(=[O:3])[CH3:2].C1(C=CC(O)=CC=1)[OH:14].C1(P(C2C=CC=CC=2)C2C=CC=CC=2)C=CC=CC=1>>[C:5]1(=[O:14])[O:4][C:1](=[O:3])[CH2:2][CH2:6]1.[C:1]([O:4][CH2:5][CH2:6][O:7][CH2:8][CH2:9][O:10][CH2:11][CH3:12])(=[O:3])[CH3:2]. Procedure: A reflux condenser, a thermometer, a bleed tube, and a stirrer were set to a four-necked flask. In order to prepare a reaction solution, 919 parts by mass of bisphenol A epoxy resin (jER1004 (item number) available from Mitsubishi Chemical Corporation, epoxy equivalent weight: 919), 470 parts by mass of diethylene glycol monoethyl ether acetate, 0.2 parts by mass of hydroquinone, 300 parts by mass of ω-carboxy-polycaprolactone (n≈2) monoacrylate (Aronix M-5300 (trade name) available from TOAGOSE... Reactants: [Na+].[I-] (NaI), CC(CC)=O (2-butanone), ClCCN1CCN2C1=NC1=C2C=CC=C1 (1-N-(2-Chloroethyl)-2,3-dihydro-1H-imidazo[1,2-a]benzimidazole), CC(CC)=O (2-butanone). The solvent is CCOC(=O)C (EtOAc). Run at time 5 hour. Product: ICCN1CCN2C1=NC1=C2C=CC=C1 (1-N-(2-Iodoethyl)-2,3-dihydro-1H-imidazo[1,2-a]benzimidazole). Isolated yield 91.1%. RXN SMILES: [Na+].[I-:2].CC(=O)CC.Cl[CH2:9][CH2:10][N:11]1[C:15]2=[N:16][C:17]3[CH:22]=[CH:21][CH:20]=[CH:19][C:18]=3[N:14]2[CH2:13][CH2:12]1>CCOC(C)=O>[I:2][CH2:9][CH2:10][N:11]1[C:15]2=[N:16][C:17]3[CH:22]=[CH:21][CH:20]=[CH:19][C:18]=3[N:14]2[CH2:13][CH2:12]1 |f:0.1|. Reported procedure: A mixture of NaI (1.73 g, 11.57 mmol) and 2-butanone (20 mL) was heated under reflux for 30 minutes 1-N-(2-Chloroethyl)-2,3-dihydro-1H-imidazo[1,2-a]benzimidazole (1.70 g, 7.71 mmol) and additional 2-butanone (5 mL) were added and heating was continued for 5 hours. EtOAc (50 mL) was added and the mixture was filtered. The filtrate was washed with H2O, 10% sodium bisulfite (25 mL), saturated aqueous NaHCO3, dried (MgSO4) and concentrated to give 2.2 g (92%) of a light brown solid m.p. 101°-103° C... Reactants: C(#N)C1=C(OCC2CO2)C=CC=C1 (1-(2-cyanophenoxy)-2,3-epoxypropane), NCCOC=1C=C(C=CC1)C=1C(CC(NN1)=O)C (6-[3-(2-aminoethoxy)phenyl]-4,5-dihydro-5-methyl-3(2H)-pyridazinone). Product: C(#N)C1=C(OCC(CNCCOC=2C=C(C=CC2)C=2C(CC(NN2)=O)C)O)C=CC=C1 (6-[3-[2-[3-(2-Cyano-phenoxy)-2-hydroxypropylamino]ethoxy]phenyl]-4,5-dihydro-5-methyl-3(2H)-pyridazinone). RXN SMILES: [C:1]([C:3]1[CH:13]=[CH:12][CH:11]=[CH:10][C:4]=1[O:5][CH2:6][CH:7]1[O:9][CH2:8]1)#[N:2].[NH2:14][CH2:15][CH2:16][O:17][C:18]1[CH:19]=[C:20]([C:24]2[CH:25]([CH3:31])[CH2:26][C:27](=[O:30])[NH:28][N:29]=2)[CH:21]=[CH:22][CH:23]=1>>[C:1]([C:3]1[CH:13]=[CH:12][CH:11]=[CH:10][C:4]=1[O:5][CH2:6][CH:7]([OH:9])[CH2:8][NH:14][CH2:15][CH2:16][O:17][C:18]1[CH:19]=[C:20]([C:24]2[CH:25]([CH3:31])[CH2:26][C:27](=[O:30])[NH:28][N:29]=2)[CH:21]=[CH:22][CH:23]=1)#[N:2]. Procedure details: Prepared analogously to Example 1 from 1-(2-cyanophenoxy)-2,3-epoxypropane and 6-[3-(2-aminoethoxy)phenyl]-4,5-dihydro-5-methyl-3(2H)-pyridazinone.